This data is from the Open Reaction Database (ORD), a public repository of structured organic reaction records. The task is: describe an organic reaction: reactants, conditions, products, and yield Starting materials: FC=1C=C(C=CC1OC1=NC(=NC=C1)NC1=CC=C(C=C1)F)NC(C)=O (N-(3-fluoro-4-(2-(4-fluorophenylamino)pyrimidin-4-yloxy)phenyl)acetamide), Cl (HCl), CO (MeOH). The solvent is CCOC(=O)C (EtOAc). Yields the product NC1=CC(=C(OC2=NC(=NC=C2)NC2=CC=C(C=C2)F)C=C1)F (4-(4-Amino-2-fluorophenoxy)-N-(4-fluorophenyl)pyrimidin-2-amine). Yield: 53.0%. Reaction SMILES: [F:1][C:2]1[CH:3]=[C:4]([NH:23]C(=O)C)[CH:5]=[CH:6][C:7]=1[O:8][C:9]1[CH:14]=[CH:13][N:12]=[C:11]([NH:15][C:16]2[CH:21]=[CH:20][C:19]([F:22])=[CH:18][CH:17]=2)[N:10]=1.Cl.CO>CCOC(C)=O>[NH2:23][C:4]1[CH:5]=[CH:6][C:7]([O:8][C:9]2[CH:14]=[CH:13][N:12]=[C:11]([NH:15][C:16]3[CH:17]=[CH:18][C:19]([F:22])=[CH:20][CH:21]=3)[N:10]=2)=[C:2]([F:1])[CH:3]=1. Procedure details: A mixture of N-(3-fluoro-4-(2-(4-fluorophenylamino)pyrimidin-4-yloxy)phenyl)acetamide (32 mg, 0.09 mmol), 6 M HCl (0.2 mL) and MeOH (2 mL) was heated at reflux for 2 h. The mixture was cooled, diluted with EtOAc (20 mL), washed with saturated NaHCO3 solution and brine, dried (MgSO4), and concentrated in vacuo. Flash chromatography on SiO2 using 30-40% EtOAc in hexanes containing 1% Et3N gave the title compound (15 mg, 46%) as a white solid. 1H NMR (DMSO-d6) δ 9.55 (s, 1H), 8.25 (d, 1H, J=5.5 Hz)... Starting materials: C[C@H]1N(CCC1)CCC1=CC=C(C=C1)C1=CC=C(C=C1)C1(CCCC1)C(=O)O ((R)-1-(4′-(2-(2-methylpyrrolidin-1-yl)ethyl)biphenyl-4-yl)cyclopentanecarboxylic acid), Cl (hydrogen chloride), CO (methanol). Run at time 4 hour. Yields the product C[C@H]1N(CCC1)CCC1=CC=C(C=C1)C1=CC=C(C=C1)C1(CCCC1)C(=O)OC ((R)-Methyl 1-(4′-(2-(2-Methylpyrrolidin-1-yl)ethyl)biphenyl-4-yl)cyclopentanecarboxylate). As a reaction SMILES: [CH3:1][C@@H:2]1[CH2:6][CH2:5][CH2:4][N:3]1[CH2:7][CH2:8][C:9]1[CH:14]=[CH:13][C:12]([C:15]2[CH:20]=[CH:19][C:18]([C:21]3([C:26]([OH:28])=[O:27])[CH2:25][CH2:24][CH2:23][CH2:22]3)=[CH:17][CH:16]=2)=[CH:11][CH:10]=1.Cl.[CH3:30]O>>[CH3:1][C@@H:2]1[CH2:6][CH2:5][CH2:4][N:3]1[CH2:7][CH2:8][C:9]1[CH:14]=[CH:13][C:12]([C:15]2[CH:16]=[CH:17][C:18]([C:21]3([C:26]([O:28][CH3:30])=[O:27])[CH2:22][CH2:23][CH2:24][CH2:25]3)=[CH:19][CH:20]=2)=[CH:11][CH:10]=1. Procedure details: To (R)-1-(4′-(2-(2-methylpyrrolidin-1-yl)ethyl)biphenyl-4-yl)cyclopentanecarboxylic acid (30.0 mg, 0.079 mmol) was added 1.25M hydrogen chloride in methanol (1.907 mL, 2.384 mmol). The reaction was stirred at room temperature for 4 h. The mixture was concentrated and purified by HPLC to give the title compound. LCMS m/z=392.5 [M+H]+; 1H NMR (400 MHz, CD3CN) δ ppm 1.27 (d, J=6.9 Hz, 0.3H), 1.46 (d, J=6.5 Hz, 2.7H), 1.67-1.84 (m, 5H), 2.01-2.12 (m, 2H), 2.23-2.33 (m, 1H), 2.59-2.67 (m, 1H), 3.05-3... Reactants: CCOC(=O)CBr, CCO, NC1CC1. The product is CCOC(=O)CNC1CC1. Reaction SMILES: [CH2:1]([CH3:2])[O:3][C:4]([CH2:5][Br:6])=[O:7].[CH3:12][CH2:13][OH:14].[CH:8]1([NH2:11])[CH2:9][CH2:10]1>>[CH2:1]([CH3:2])[O:3][C:4]([CH2:5][NH:11][CH:8]1[CH2:9][CH2:10]1)=[O:7]. Starting materials: ClC1=NC(=NC(=C1)Cl)N (4,6-dichloro-2-pyrimidinamine), ClC1=NC(=NC(=C1)Cl)N (4,6-dichloro-2-pyrimidinamine), C[C@@H]1CC[C@@H](CN1)C(=O)O ((3S,6R)-6-methyl-3-piperidinecarboxylic acid), C(=O)(O)[O-].[Na+] (NaHCO3), C(#N)C1=C(C=C(C=C1)B(O)O)F (4-cyano-3-fluorobenzeneboronic acid). The reagents and catalysts are C=1C=CC(=CC1)[P](C=2C=CC=CC2)(C=3C=CC=CC3)[Pd]([P](C=4C=CC=CC4)(C=5C=CC=CC5)C=6C=CC=CC6)([P](C=7C=CC=CC7)(C=8C=CC=CC8)C=9C=CC=CC9)[P](C=1C=CC=CC1)(C=1C=CC=CC1)C=1C=CC=CC1 (Pd(Ph3P)4). Run in O (water), CCOC(=O)C (EtOAc), O1CCOCC1 (1,4-dioxane), O (water), O (water). Reaction conditions: temperature 117 celsius, time 8 hour. Product: NC1=NC(=CC(=N1)N1C[C@H](CC[C@H]1C)C(=O)O)C1=CC(=C(C=C1)C#N)F ((3S,6R)-1-[2-Amino-6-(4-cyano-3-fluorophenyl)-4-pyrimidinyl]-6-methyl-3-piperidinecarboxylic acid). The yield is 55.4%. Reaction SMILES: Cl[C:2]1[CH:7]=[C:6](Cl)[N:5]=[C:4]([NH2:9])[N:3]=1.[CH3:10][C@H:11]1[NH:16][CH2:15][C@@H:14]([C:17]([OH:19])=[O:18])[CH2:13][CH2:12]1.C([O-])(O)=O.[Na+].[C:25]([C:27]1[CH:32]=[CH:31][C:30](B(O)O)=[CH:29][C:28]=1[F:36])#[N:26]>O1CCOCC1.O.C1C=CC([P]([Pd]([P](C2C=CC=CC=2)(C2C=CC=CC=2)C2C=CC=CC=2)([P](C2C=CC=CC=2)(C2C=CC=CC=2)C2C=CC=CC=2)[P](C2C=CC=CC=2)(C2C=CC=CC=2)C2C=CC=CC=2)(C2C=CC=CC=2)C2C=CC=CC=2)=CC=1.CCOC(C)=O>[NH2:9][C:4]1[N:5]=[C:6]([N:16]2[C@H:11]([CH3:10])[CH2:12][CH2:13][C@H:14]([C:17]([OH:19])=[O:18])[CH2:15]2)[CH:7]=[C:2]([C:30]2[CH:31]=[CH:32][C:27]([C:25]#[N:26])=[C:28]([F:36])[CH:29]=2)[N:3]=1 |f:2.3,^1:47,49,68,87|. Procedure: A mixture of 4,6-dichloro-2-pyrimidinamine (3 g, 18.3 mmol), (3S,6R)-6-methyl-3-piperidinecarboxylic acid (3.98 g, 20.12 mmol), and NaHCO3 (7.68 g, 91 mmol) in 1,4-dioxane (100 mL) and water (50 mL) was stirred overnight at 117° C. into a sealed tube. The reaction was allowed to cool to room temperature. LCMS showed that most of the starting material 4,6-dichloro-2-pyrimidinamine had been consumed. Then 4-cyano-3-fluorobenzeneboronic acid (3.32 g, 20.12 mmol) and Pd(Ph3P)4 (0.423 g, 0.366 mmol) ... Run in C(Cl)Cl (methylene chloride), C(Cl)Cl (methylene chloride), CO (methanol). Reported procedure: A stirred solution of 3.1 g (12 mmol) of 1-butyl-2-(3'-aminobenzyl)-5-ethylpyrrole in 250 ml of dry methylene chloride and 50 ml of anhydrous methanol was treated, at room temperature and under nitrogen atmosphere, with 1.7 g (26 mmol) of sodium cyanate, followed by the dropwise addition, over a 2 hour period, of 2.3 ml (29 mmol) of trifluoroacetic acid in 100 ml of methylene chloride. The reaction mixture was stirred at room temperature for 18 additional hours, 2 g (18 mmol) of sodium carbonate... The yield is 94.6%. Reaction SMILES: [CH2:1]([N:5]1[C:9]([CH2:10][CH3:11])=[CH:8][CH:7]=[C:6]1[CH2:12][C:13]1[CH:18]=[CH:17][CH:16]=[C:15]([NH2:19])[CH:14]=1)[CH2:2][CH2:3][CH3:4].[O-:20][C:21]#[N:22].[Na+].FC(F)(F)C(O)=O.C(=O)([O-])[O-].[Na+].[Na+]>C(Cl)Cl.CO>[CH2:1]([N:5]1[C:9]([CH2:10][CH3:11])=[CH:8][CH:7]=[C:6]1[CH2:12][C:13]1[CH:18]=[CH:17][CH:16]=[C:15]([NH:19][C:21]([NH2:22])=[O:20])[CH:14]=1)[CH2:2][CH2:3][CH3:4] |f:1.2,4.5.6|. The reactants are FC(C(=O)O)(F)F (trifluoroacetic acid), C(CCC)N1C(=CC=C1CC)CC1=CC(=CC=C1)N (1-butyl-2-(3'-aminobenzyl)-5-ethylpyrrole), [O-]C#N.[Na+] (sodium cyanate), C([O-])([O-])=O.[Na+].[Na+] (sodium carbonate). Yields the product C(CCC)N1C(=CC=C1CC)CC1=CC(=CC=C1)NC(=O)N (1-Butyl-2-(3'-ureidobenzyl)-5-ethylpyrrole). The reactants are C(CCl)Cl (EDC), intermediate 56, ON1N=NC2=C1N=CC=C2 (1-hydroxy-7-azabenzotriazole), C1(CC1)C=1C=C(C2=C(N1)N(N=C2)CC(C)C)C(=O)O (6-cyclopropyl-1-(2-methylpropyl)-1H-pyrazolo[3,4-b]pyridine-4-carboxylic acid), NCC=1C(NC(=CC1C)C)=O (3-(aminomethyl)-4,6-dimethyl-2(1H)-pyridinone), CN1CCOCC1 (N-methylmorpholine). Run in CS(=O)C (DMSO). Yields the product C1(CC1)C=1C=C(C2=C(N1)N(N=C2C)C(C)C)C(=O)NCC=2C(NC(=CC2C)C)=O (6-Cyclopropyl-N-[(4,6-dimethyl-2-oxo-1,2-dihydro-3-pyridinyl)methyl]-3-methyl-1-(1-methylethyl)-1H-pyrazolo[3,4-b]pyridine-4-carboxamide). RXN SMILES: [CH:1]1([C:4]2[CH:5]=[C:6]([C:17](O)=[O:18])C3C=NN(CC(C)C)C=3[N:9]=2)[CH2:3][CH2:2]1.[NH2:20][CH2:21][C:22]1[C:23](=[O:30])[NH:24][C:25]([CH3:29])=[CH:26][C:27]=1[CH3:28].O[N:32]1[C:36]2N=CC=C[C:35]=2N=N1.[CH2:41](Cl)CCl.C[N:46]1[CH2:51][CH2:50]O[CH2:48][CH2:47]1>CS(C)=O>[CH:1]1([C:4]2[CH:5]=[C:6]([C:17]([NH:20][CH2:21][C:22]3[C:23](=[O:30])[NH:24][C:25]([CH3:29])=[CH:26][C:27]=3[CH3:28])=[O:18])[C:50]3[C:36]([CH3:35])=[N:32][N:46]([CH:47]([CH3:48])[CH3:41])[C:51]=3[N:9]=2)[CH2:3][CH2:2]1. Reported procedure: The title compound was prepared in the same manner as described for intermediate 56 using 6-cyclopropyl-1-(2-methylpropyl)-1H-pyrazolo[3,4-b]pyridine-4-carboxylic acid (80 mg, 0.309 mmol), 3-(aminomethyl)-4,6-dimethyl-2(1H)-pyridinone (70.4 mg, 0.463 mmol), 1-hydroxy-7-azabenzotriazole (84 mg, 0.617 mmol), DMSO (10 mL), EDC (118 mg, 0.617 mmol), and N-methylmorpholine (0.136 mL, 1.234 mmol). The final product was collected as 0.123 g (100%). LCMS E-S (M+H)=394.2 1H NMR (400 MHz, DMSO-d6) δ ppm 0... Reactants: CC(C)C1(C(=O)O)CCC(NC(=O)OC(C)(C)C)C1, CN(C)c1ccncc1, CCN(C(C)C)C(C)C, ClCCl, Cl, Cl, FC(F)(F)c1cnc2c(c1)CNCC2. Yields the product CC(C)C1(C(=O)N2CCc3ncc(C(F)(F)F)cc3C2)CCC(NC(=O)OC(C)(C)C)C1. As a reaction SMILES: [C:17]([CH3:18])([CH3:19])([CH3:20])[O:21][C:22](=[O:23])[NH:24][CH:25]1[CH2:26][C:27]([C:30](=[O:31])[OH:32])([CH:33]([CH3:34])[CH3:35])[CH2:28][CH2:29]1.[CH3:48][N:49]([CH3:50])[c:51]1[cH:52][cH:53][n:54][cH:55][cH:56]1.[CH:36]([N:37]([CH:38]([CH3:39])[CH3:40])[CH2:41][CH3:42])([CH3:43])[CH3:44].[Cl:45][CH2:46][Cl:47].[ClH:1].[ClH:2].[F:3][C:4]([c:5]1[cH:6][n:7][c:8]2[c:13]([cH:14]1)[CH2:12][NH:11][CH2:10][CH2:9]2)([F:15])[F:16]>>[F:3][C:4]([c:5]1[cH:6][n:7][c:8]2[c:13]([cH:14]1)[CH2:12][N:11]([C:30]([C:27]1([CH:33]([CH3:34])[CH3:35])[CH2:26][CH:25]([NH:24][C:22]([O:21][C:17]([CH3:18])([CH3:19])[CH3:20])=[O:23])[CH2:29][CH2:28]1)=[O:31])[CH2:10][CH2:9]2)([F:15])[F:16].